Dataset: the Open Reaction Database (ORD), a public repository of structured organic reaction records. Task: describe an organic reaction: reactants, conditions, products, and yield Starting materials: [BH4-], COCCOCCOC, Cl, [Na+], CCCCCC(CCC=O)OC1CCCCO1. Yields the product CCCCCC(CCCO)OC1CCCCO1. RXN SMILES: [BH4-:18].[CH3:21][O:22][CH2:23][CH2:24][O:25][CH2:26][CH2:27][O:28][CH3:29].[ClH:20].[Na+:19].[O:1]1[CH:2]([O:7][CH:8]([CH2:9][CH2:10][CH:11]=[O:12])[CH2:13][CH2:14][CH2:15][CH2:16][CH3:17])[CH2:3][CH2:4][CH2:5][CH2:6]1>>[O:1]1[CH:2]([O:7][CH:8]([CH2:9][CH2:10][CH2:11][OH:12])[CH2:13][CH2:14][CH2:15][CH2:16][CH3:17])[CH2:3][CH2:4][CH2:5][CH2:6]1. Reactants: CI, Cc1c(C)c2c(c(C)c1NC(=O)CC(C)(C)C)C(c1ccc(C(C)C)cc1)CO2, [H-], [Na+], CN(C)C=O, O. Product: Cc1c(C)c(N(C)C(=O)CC(C)(C)C)c(C)c2c1OCC2c1ccc(C(C)C)cc1. As a reaction SMILES: [CH3:32][I:33].[CH:1]([CH3:2])([CH3:3])[c:4]1[cH:5][cH:6][c:7]([CH:10]2[CH2:11][O:12][c:13]3[c:14]2[c:15]([CH3:29])[c:16]([NH:21][C:22]([CH2:23][C:24]([CH3:25])([CH3:26])[CH3:27])=[O:28])[c:17]([CH3:20])[c:18]3[CH3:19])[cH:8][cH:9]1.[H-:30].[Na+:31].[O:35]=[CH:36][N:37]([CH3:38])[CH3:39].[OH2:34]>>[CH:1]([CH3:2])([CH3:3])[c:4]1[cH:5][cH:6][c:7]([CH:10]2[CH2:11][O:12][c:13]3[c:14]2[c:15]([CH3:29])[c:16]([N:21]([C:22]([CH2:23][C:24]([CH3:25])([CH3:26])[CH3:27])=[O:28])[CH3:32])[c:17]([CH3:20])[c:18]3[CH3:19])[cH:8][cH:9]1. Starting materials: 12.3, ClCC=1C=C2C=CC=NC2=CC1 (6-(chloromethyl)quinoline), N1C=NC=C1 (1H-imidazole), C([O-])([O-])=O.[K+].[K+] (potassium carbonate). Solvent: CN(C=O)C (N, N-dimethylformamide). Conditions: temperature 80 celsius, time 3 hour. Yields the product 10, Cl.Cl.N1(C=NC=C1)CC=1C=C2C=CC=NC2=CC1 (6-(1H-imidazol-1-ylmethyl)quinoline dihydrochloride). Isolated yield 48.0%. As a reaction SMILES: [Cl:1][CH2:2][C:3]1[CH:4]=[C:5]2[C:10](=[CH:11][CH:12]=1)[N:9]=[CH:8][CH:7]=[CH:6]2.[NH:13]1[CH:17]=[CH:16][N:15]=[CH:14]1.C(=O)([O-])[O-].[K+].[K+]>CN(C)C=O>[ClH:1].[ClH:1].[N:13]1([CH2:2][C:3]2[CH:4]=[C:5]3[C:10](=[CH:11][CH:12]=2)[N:9]=[CH:8][CH:7]=[CH:6]3)[CH:17]=[CH:16][N:15]=[CH:14]1 |f:2.3.4,6.7.8|. Reported procedure: A mixture of 12.3 parts of 6-(chloromethyl)quinoline, 9.5 parts of 1H-imidazole, 19.2 parts of potassium carbonate and 135 parts of N, N-dimethylformamide was stirred for 3 hours at 80° C. After evaporation to dry, the residue was taken up in water and further purified according to similar procedures as described in example 12, yielding 10 parts (48%) of 6-(1H-imidazol-1-ylmethyl)quinoline dihydrochloride; mp. 254.6° C. (compound 29). Reactants: C1COCCO1, O=C=NC1CCCC1, NC(Cc1ccccc1)(c1cc(F)cc(C(F)(F)F)c1)c1ccc(F)c(C(F)(F)F)c1. RXN SMILES: [CH2:40]1[O:41][CH2:42][CH2:43][O:44][CH2:45]1.[CH:32]1([N:37]=[C:38]=[O:39])[CH2:33][CH2:34][CH2:35][CH2:36]1.[F:1][c:2]1[c:3]([C:28]([F:29])([F:30])[F:31])[cH:4][c:5]([C:8]([CH2:9][c:10]2[cH:11][cH:12][cH:13][cH:14][cH:15]2)([NH2:16])[c:17]2[cH:18][c:19]([F:27])[cH:20][c:21]([C:23]([F:24])([F:25])[F:26])[cH:22]2)[cH:6][cH:7]1>>[F:1][c:2]1[c:3]([C:28]([F:29])([F:30])[F:31])[cH:4][c:5]([C:8]([CH2:9][c:10]2[cH:11][cH:12][cH:13][cH:14][cH:15]2)([NH:16][C:38]([NH:37][CH:32]2[CH2:33][CH2:34][CH2:35][CH2:36]2)=[O:39])[c:17]2[cH:18][c:19]([F:27])[cH:20][c:21]([C:23]([F:24])([F:25])[F:26])[cH:22]2)[cH:6][cH:7]1. The product is O=C(NC1CCCC1)NC(Cc1ccccc1)(c1cc(F)cc(C(F)(F)F)c1)c1ccc(F)c(C(F)(F)F)c1. Starting materials: C(C)(=O)O.N1(C=NC=C1)CCCCCCOC=1C=C2CN3C(=NC2=CC1)NC(C3)=O (7-(6-(N-imidazolyl)hexyl)oxy-1,2,3,5-tetrahydroimidazo[2,1-b]quinazolin-2-one acetate), S(O)(O)(=O)=O (sulfuric acid). Run in O (water). Product: S(=O)(=O)(O)O.N1(C=NC=C1)CCCCCCOC=1C=C2CN3C(=NC2=CC1)NC(C3)=O (7-(6-(N-imidazolyl)hexyl)oxy-1,2,3,5-tetrahydroimidazo[2,1-b]quinazolin-2-one sulfate). Reaction SMILES: C(O)(=O)C.[N:5]1([CH2:10][CH2:11][CH2:12][CH2:13][CH2:14][CH2:15][O:16][C:17]2[CH:18]=[C:19]3[C:24](=[CH:25][CH:26]=2)[N:23]=[C:22]2[NH:27][C:28](=[O:30])[CH2:29][N:21]2[CH2:20]3)[CH:9]=[CH:8][N:7]=[CH:6]1.[S:31](=[O:35])(=[O:34])([OH:33])[OH:32]>O>[S:31]([OH:35])([OH:34])(=[O:33])=[O:32].[N:5]1([CH2:10][CH2:11][CH2:12][CH2:13][CH2:14][CH2:15][O:16][C:17]2[CH:18]=[C:19]3[C:24](=[CH:25][CH:26]=2)[N:23]=[C:22]2[NH:27][C:28](=[O:30])[CH2:29][N:21]2[CH2:20]3)[CH:9]=[CH:8][N:7]=[CH:6]1 |f:0.1,4.5|. Procedure: 7-(6-(N-imidazolyl)hexyl)oxy-1,2,3,5-tetrahydroimidazo[2,1-b]quinazolin-2-one acetate (1.0 g) is dissolved in 50 ml water containing a stoichiometric equivalent of sulfuric acid, and the solution evaporated to dryness. The product is suspended in ethanol and filtered, air dried and recrystallized from methanol/acetone to yield 7-(6-(N-imidazolyl)hexyl)oxy-1,2,3,5-tetrahydroimidazo[2,1-b]quinazolin-2-one sulfate. Starting materials: O=C([O-])[O-], COS(=O)(=O)OC, CC(C)=O, [K+], [K+], O=C1NCCCCC1c1cccc(O)c1. Product: COc1cccc(C2CCCCNC2=O)c1. RXN SMILES: [C:16](=[O:17])([O-:18])[O-:19].[CH3:22][O:23][S:24]([O:25][CH3:26])(=[O:27])=[O:28].[CH3:29][C:30](=[O:31])[CH3:32].[K+:20].[K+:21].[OH:1][c:2]1[cH:3][c:4]([CH:8]2[C:9](=[O:15])[NH:10][CH2:11][CH2:12][CH2:13][CH2:14]2)[cH:5][cH:6][cH:7]1>>[O:1]([c:2]1[cH:3][c:4]([CH:8]2[C:9](=[O:15])[NH:10][CH2:11][CH2:12][CH2:13][CH2:14]2)[cH:5][cH:6][cH:7]1)[CH3:16]. Reactants: C(C(=C)C)(=O)Cl (methacryloyl chloride), C(CCCC)OC(CN)OCCCCC (aminoacetaldehyde di-n-pentyl acetal). Product: C(CCCC)OC(CNC(C(=C)C)=O)OCCCCC (methacrylamidoacetaldehyde di-n-pentyl acetal). RXN SMILES: [C:1](Cl)(=[O:5])[C:2]([CH3:4])=[CH2:3].[CH2:7]([O:12][CH:13]([O:16][CH2:17][CH2:18][CH2:19][CH2:20][CH3:21])[CH2:14][NH2:15])[CH2:8][CH2:9][CH2:10][CH3:11]>>[CH2:17]([O:16][CH:13]([O:12][CH2:7][CH2:8][CH2:9][CH2:10][CH3:11])[CH2:14][NH:15][C:1](=[O:5])[C:2]([CH3:4])=[CH2:3])[CH2:18][CH2:19][CH2:20][CH3:21]. Procedure details: The monomer (1) was prepared by reaction of methacryloyl chloride and aminoacetaldehyde di-n-pentyl acetal in anhydrous solution.